From a dataset of the Open Reaction Database (ORD), a public repository of structured organic reaction records. describe an organic reaction: reactants, conditions, products, and yield The reactants are C(C1=CC=CC=C1)N1CC2C(CCC(C2(C1)C(=O)OC)C1=CC=CC=C1)=O (methyl (3aRS,4SR,7aRS)-2-benzyl-7-oxo-4-phenyloctahydroisoindole-3a-carboxylate), [Cl-].[NH4+] (ammonium chloride), [Mg] (magnesium), FC(C1=CC=C(C=C1)Br)(F)F (4-(trifluoromethyl)bromobenzene). Solvent: C(C)OCC (diethyl ether), C(C)OCC (diethyl ether). Reaction conditions: temperature 10 celsius. The product is C(C1=CC=CC=C1)N1CC2C(CCC(C2(C1)C(=O)OC)C1=CC=CC=C1)(C1=CC=C(C=C1)C(F)(F)F)O (methyl (3aRS,4SR,7RS,7aRS)-2-benzyl-7-hydroxy-7-[4-(trifluoromethyl)phenyl]-4-phenyloctahydroisoindole-3a-carboxylate). Isolated yield 66.2%. Reaction SMILES: [Mg].[F:2][C:3]([F:12])([F:11])[C:4]1[CH:9]=[CH:8][C:7](Br)=[CH:6][CH:5]=1.[CH2:13]([N:20]1[CH2:28][C:27]2([C:29]([O:31][CH3:32])=[O:30])[CH:22]([C:23](=[O:39])[CH2:24][CH2:25][CH:26]2[C:33]2[CH:38]=[CH:37][CH:36]=[CH:35][CH:34]=2)[CH2:21]1)[C:14]1[CH:19]=[CH:18][CH:17]=[CH:16][CH:15]=1.[Cl-].[NH4+]>C(OCC)C>[CH2:13]([N:20]1[CH2:28][C:27]2([C:29]([O:31][CH3:32])=[O:30])[CH:22]([C:23]([OH:39])([C:7]3[CH:8]=[CH:9][C:4]([C:3]([F:12])([F:11])[F:2])=[CH:5][CH:6]=3)[CH2:24][CH2:25][CH:26]2[C:33]2[CH:34]=[CH:35][CH:36]=[CH:37][CH:38]=2)[CH2:21]1)[C:14]1[CH:19]=[CH:18][CH:17]=[CH:16][CH:15]=1 |f:3.4|. Procedure details: 0.8 g of magnesium turnings was added to a solution of 7.2 g of 4-(trifluoromethyl)bromobenzene in 40 cm3 of dry diethyl ether. The reaction mixture was spontaneously brought to reflux for ten minutes and was then heated at reflux for twenty minutes. The reaction mixture was subsequently cooled and a solution of 5.6 g of methyl (3aRS,4SR,7aRS)-2-benzyl-7-oxo-4-phenyloctahydroisoindole-3a-carboxylate in 40 cm3 of dry diethyl ether was added over fifteen minutes at a temperature in the region of 1... Reactants: CC(C)OCc1ccccn1, ClC(Cl)Cl, ClCCl, O=C(OO)c1cccc(Cl)c1. The product is CC(C)OCc1cccc[n+]1[O-]. As a reaction SMILES: [CH:1]([CH3:2])([CH3:3])[O:4][CH2:5][c:6]1[n:7][cH:8][cH:9][cH:10][cH:11]1.[Cl:23][CH:24]([Cl:25])[Cl:26].[Cl:27][CH2:28][Cl:29].[OH:12][O:13][C:14]([c:15]1[cH:16][c:17]([Cl:18])[cH:19][cH:20][cH:21]1)=[O:22]>>[CH:1]([CH3:2])([CH3:3])[O:4][CH2:5][c:6]1[n+:7]([O-:12])[cH:8][cH:9][cH:10][cH:11]1. Starting materials: CO, [Na+], [OH-], O, COCCOc1ccc2c(-c3c(O)[nH]c4ccc(C(=O)OC)cc34)ncnc2c1. The product is COCCOc1ccc2c(-c3c(O)[nH]c4ccc(C(=O)O)cc34)ncnc2c1. As a reaction SMILES: [CH3:30][OH:31].[Na+:33].[OH-:32].[OH2:34].[OH:1][c:2]1[nH:3][c:4]2[cH:5][cH:6][c:7]([C:26](=[O:27])[O:28][CH3:29])[cH:8][c:9]2[c:10]1-[c:11]1[n:12][cH:13][n:14][c:15]2[cH:16][c:17]([O:21][CH2:22][CH2:23][O:24][CH3:25])[cH:18][cH:19][c:20]12>>[OH:1][c:2]1[nH:3][c:4]2[cH:5][cH:6][c:7]([C:26](=[O:27])[OH:28])[cH:8][c:9]2[c:10]1-[c:11]1[n:12][cH:13][n:14][c:15]2[cH:16][c:17]([O:21][CH2:22][CH2:23][O:24][CH3:25])[cH:18][cH:19][c:20]12. Reactants: ClC1=C(C(=CC=C1)Cl)O (2,6-Dichlorophenol), [S-]C#N.[NH4+] (ammonium thiocyanate), N (ammonia). Run in CO (methanol). Run at temperature 0 celsius, time 3 hour. The product is ClC=1C=C(C=C(C1O)Cl)SC#N (3,5-dichloro-4-hydroxyphenyl thiocyanate). Yield: 14.8%. As a reaction SMILES: [Cl:1][C:2]1[CH:7]=[CH:6][CH:5]=[C:4]([Cl:8])[C:3]=1[OH:9].[S-:10][C:11]#[N:12].[NH4+].N>CO>[Cl:1][C:2]1[CH:7]=[C:6]([S:10][C:11]#[N:12])[CH:5]=[C:4]([Cl:8])[C:3]=1[OH:9] |f:1.2|. Procedure details: 2,6-Dichlorophenol (lOOg, 0.613 mole) and ammonium thiocyanate (102.73 g, 1.350 mole) were mixed in methanol and the solution cooled to 0° C. Chlorine gas was bubbled throught the reaction, maintaining the temperature below 10° C. The solution turned a pale yellow color. The reaction was stirred for a total of 3 hours until acidic, at which time ammonia gas was bubbled through and the solution stirred for an additional three hours at 0° to 10° C. The reaction was poured into iced distilled water... Starting materials: Cl, CC(C)(C)ON=O, CCOC(=O)c1cc(N)nc(C(=O)OCC)n1, CN(C)C=O. Product: CCOC(=O)c1ccnc(C(=O)OCC)n1. Reaction SMILES: [ClH:25].[N:1]([O:2][C:3]([CH3:4])([CH3:5])[CH3:6])=[O:7].[NH2:8][c:9]1[cH:10][c:11]([C:20](=[O:21])[O:22][CH2:23][CH3:24])[n:12][c:13]([C:15](=[O:16])[O:17][CH2:18][CH3:19])[n:14]1.[O:26]=[CH:27][N:28]([CH3:29])[CH3:30]>>[cH:9]1[cH:10][c:11]([C:20](=[O:21])[O:22][CH2:23][CH3:24])[n:12][c:13]([C:15](=[O:16])[O:17][CH2:18][CH3:19])[n:14]1.